Dataset: the Open Reaction Database (ORD), a public repository of structured organic reaction records. Task: describe an organic reaction: reactants, conditions, products, and yield Starting materials: CO, O=C(O)c1cccnc1Cl, Cl, [Na], Oc1ccccc1. The product is O=C(O)c1cccnc1Oc1ccccc1. Reaction SMILES: [CH3:20][OH:21].[Cl:9][c:10]1[c:11]([C:12](=[O:13])[OH:14])[cH:15][cH:16][cH:17][n:18]1.[ClH:19].[Na:1].[OH:2][c:3]1[cH:4][cH:5][cH:6][cH:7][cH:8]1>>[O:2]([c:3]1[cH:4][cH:5][cH:6][cH:7][cH:8]1)[c:10]1[c:11]([C:12](=[O:13])[OH:14])[cH:15][cH:16][cH:17][n:18]1. Starting materials: CCOC(C)=O, CSCc1cnc(Cl)c(Cl)c1, O=C([O-])Cc1ccccc1CC(=O)OI, N#CN, [Na+], O, O=S([O-])O. Yields the product CS(Cc1cnc(Cl)c(Cl)c1)=NC#N. Reaction SMILES: [CH3:36][CH2:37][O:38][C:39](=[O:40])[CH3:41].[Cl:1][c:2]1[n:3][cH:4][c:5]([CH2:9][S:10][CH3:11])[cH:6][c:7]1[Cl:8].[I:15][O:16][C:17](=[O:18])[CH2:19][c:20]1[c:21]([CH2:22][C:23]([O-:24])=[O:25])[cH:26][cH:27][cH:28][cH:29]1.[NH2:12][C:13]#[N:14].[Na+:34].[OH2:35].[S:30](=[O:31])([OH:32])[O-:33]>>[Cl:1][c:2]1[n:3][cH:4][c:5]([CH2:9][S:10]([CH3:11])=[N:14][C:13]#[N:12])[cH:6][c:7]1[Cl:8].